From a dataset of the Open Reaction Database (ORD), a public repository of structured organic reaction records. describe an organic reaction: reactants, conditions, products, and yield Reactants: C(CCCCCCCCCCCCCCC)OC1C=CC(C(O1)C(C)C)=O (6-cetyloxy-2-isopropyl-2H-pyran-3(6H)-one), ClCl (chlorine), N1=CC=CC=C1 (pyridine). Solvent: C(Cl)(Cl)(Cl)Cl (carbon tetrachloride). The product is C(CCCCCCCCCCCCCCC)OC1C=C(C(C(O1)C(C)C)=O)Cl (6-cetyloxy-4-chloro-2-isopropyl-2H-pyran-3(6H)-one). The yield is 99.4%. As a reaction SMILES: [CH2:1]([O:17][CH:18]1[O:23][CH:22]([CH:24]([CH3:26])[CH3:25])[C:21](=[O:27])[CH:20]=[CH:19]1)[CH2:2][CH2:3][CH2:4][CH2:5][CH2:6][CH2:7][CH2:8][CH2:9][CH2:10][CH2:11][CH2:12][CH2:13][CH2:14][CH2:15][CH3:16].[Cl:28]Cl.N1C=CC=CC=1>C(Cl)(Cl)(Cl)Cl>[CH2:1]([O:17][CH:18]1[O:23][CH:22]([CH:24]([CH3:26])[CH3:25])[C:21](=[O:27])[C:20]([Cl:28])=[CH:19]1)[CH2:2][CH2:3][CH2:4][CH2:5][CH2:6][CH2:7][CH2:8][CH2:9][CH2:10][CH2:11][CH2:12][CH2:13][CH2:14][CH2:15][CH3:16]. Procedure details: In 50 ml of carbon tetrachloride was dissolved 3.8 g of 6-cetyloxy-2-isopropyl-2H-pyran-3(6H)-one with stirring. Into the solution was gradually introduced chlorine gas (0.71 g) at a temperature below 10° C. and after the subsequent stirring for 30 minutes was added dropwise 0.8 g of pyridine maintaining the temperature below 15° C. A crystal from the reaction mixture was separated by suction filter. The filtrate was washed with 5% aqueous hydrochloric acid solution, saturated aqueous sodium hyd... Starting materials: C(C)NC(=O)N1C=CC2=CC(=CC=C12)OC=1C2=C(N=CN1)N(C(=C2)C2=CC=C(C=C2)OCC2=CC=CC=C2)COCC[Si](C)(C)C (5-[6-(4-benzyloxyphenyl)-7-(2-trimethylsilanylethoxymethyl)-7H-pyrrolo[2,3-d]pyrimidin-4-yloxy]-indole-1-carboxylic ethylamide), solution, [F-].C(CCC)[N+](CCCC)(CCCC)CCCC (tetrabutylammonium fluoride), O (water). Run in O1CCCC1 (tetrahydrofuran), O1CCCC1 (tetrahydrofuran). Yields the product C(C1=CC=CC=C1)OC1=CC=C(C=C1)C1=CC2=C(N=CN=C2OC=2C=C3C=CNC3=CC2)N1 (6-(4-Benzyloxyphenyl)-4-(1H-5-indolyloxy)-7H-pyrrolo[2,3-d]pyrimidine). The yield is 13.3%. Reaction SMILES: [F-].C([N+](CCCC)(CCCC)CCCC)CCC.O.C(NC([N:25]1[C:33]2[C:28](=[CH:29][C:30]([O:34][C:35]3[C:36]4[CH:43]=[C:42]([C:44]5[CH:49]=[CH:48][C:47]([O:50][CH2:51][C:52]6[CH:57]=[CH:56][CH:55]=[CH:54][CH:53]=6)=[CH:46][CH:45]=5)[N:41](COCC[Si](C)(C)C)[C:37]=4[N:38]=[CH:39][N:40]=3)=[CH:31][CH:32]=2)[CH:27]=[CH:26]1)=O)C>O1CCCC1>[CH2:51]([O:50][C:47]1[CH:48]=[CH:49][C:44]([C:42]2[NH:41][C:37]3[N:38]=[CH:39][N:40]=[C:35]([O:34][C:30]4[CH:29]=[C:28]5[C:33](=[CH:32][CH:31]=4)[NH:25][CH:26]=[CH:27]5)[C:36]=3[CH:43]=2)=[CH:45][CH:46]=1)[C:52]1[CH:53]=[CH:54][CH:55]=[CH:56][CH:57]=1 |f:0.1|. Procedure details: After dissolving 1.5 ml of tetrahydrofuran in 22 mg of 5-[6-(4-benzyloxyphenyl)-7-(2-trimethylsilanylethoxymethyl)-7H-pyrrolo[2,3-d]pyrimidin-4-yloxy]-indole-1-carboxylic ethylamide, a 1M solution of tetrabutylammonium fluoride in tetrahydrofuran was added and the mixture was refluxed for 2 hours. After returning it to room temperature, water was added and the precipitated crystals were filtered out and subjected to silica gel column chromatography (hexane-ethyl acetate) to obtain 2 mg of the ti... Starting materials: Cl.N1CC(C1)CC1=CC(=C2C(=NC=NN21)N)C=2C=CC1=CN(N=C1C2)CC2=CC=CC=C2 (7-(azetidin-3-ylmethyl)-5-(2-benzyl-2H-indazol-6-yl)pyrrolo[2,1-f][1,2,4]triazin-4-amine hydrochloride), CS(=O)(=O)Cl (methanesulfonyl chloride), C(C)(C)N(C(C)C)CC (N,N-diisopropylethylamine). Solvent: CN(C)C=O (DMF). Conditions: time 17 hour. Product: C(C1=CC=CC=C1)N1N=C2C=C(C=CC2=C1)C=1C=C(N2N=CN=C(C21)N)CC2CN(C2)S(=O)(=O)C (5-(2-benzyl-2H-indazol-6-yl)-7-{[1-(methylsulfonyl)azetidin-3-yl]methyl}pyrrolo[2,1-f][1,2,4]triazin-4-amine). Yield: 17.7%. RXN SMILES: Cl.[NH:2]1[CH2:5][CH:4]([CH2:6][C:7]2[N:15]3[C:10]([C:11]([NH2:16])=[N:12][CH:13]=[N:14]3)=[C:9]([C:17]3[CH:18]=[CH:19][C:20]4[C:24]([CH:25]=3)=[N:23][N:22]([CH2:26][C:27]3[CH:32]=[CH:31][CH:30]=[CH:29][CH:28]=3)[CH:21]=4)[CH:8]=2)[CH2:3]1.[CH3:33][S:34](Cl)(=[O:36])=[O:35].C(N(CC)C(C)C)(C)C>CN(C=O)C>[CH2:26]([N:22]1[CH:21]=[C:20]2[C:24]([CH:25]=[C:17]([C:9]3[CH:8]=[C:7]([CH2:6][CH:4]4[CH2:5][N:2]([S:34]([CH3:33])(=[O:36])=[O:35])[CH2:3]4)[N:15]4[C:10]=3[C:11]([NH2:16])=[N:12][CH:13]=[N:14]4)[CH:18]=[CH:19]2)=[N:23]1)[C:27]1[CH:32]=[CH:31][CH:30]=[CH:29][CH:28]=1 |f:0.1|. Procedure details: To a solution 7-(azetidin-3-ylmethyl)-5-(2-benzyl-2H-indazol-6-yl)pyrrolo[2,1-f][1,2,4]triazin-4-amine hydrochloride (100 mg, 0.22 mmol) in DMF (1.5 mL) was added methanesulfonyl chloride (19 μL, 0.25 mmol) and N,N-diisopropylethylamine (117 μL, 0.67 mmol). The reaction was stirred at rt for 17 h. The crude mixture was purified by preparative HPLC using a gradient elution from 15% to 45% acetonitrile in water followed by filtration through an acidic resin, washing with MeOH. The product was elut...